Dataset: the Open Reaction Database (ORD), a public repository of structured organic reaction records. Task: describe an organic reaction: reactants, conditions, products, and yield The reactants are FC(C(=O)O)(F)F (trifluoroacetic acid), C(C)[SiH](CC)CC (triethylsilane), C(C=C)OC(=O)N1[C@@H](C[C@@H](C1)SC(C1=CC=CC=C1)(C1=CC=CC=C1)C1=CC=CC=C1)/C=C/C(=O)N ((E)-3-[(2S,4S)-N-allyloxycarbonyl 4-tritylthiopyrrolidin-2-yl]acrylamide). Solvent: C(Cl)Cl (methylene chloride). Run at time 30 minute. The product is C(C=C)OC(=O)N1[C@@H](C[C@@H](C1)S)/C=C/C(=O)N ((E)-3-[(2S,4S)-N-Allyloxycarbonyl-4-mercaptopyrrolidin-2-yl]acrylamide). The yield is 97.5%. RXN SMILES: [CH2:1]([O:4][C:5]([N:7]1[CH2:11][C@@H:10]([S:12]C(C2C=CC=CC=2)(C2C=CC=CC=2)C2C=CC=CC=2)[CH2:9][C@H:8]1/[CH:32]=[CH:33]/[C:34]([NH2:36])=[O:35])=[O:6])[CH:2]=[CH2:3].FC(F)(F)C(O)=O.C([SiH](CC)CC)C>C(Cl)Cl>[CH2:1]([O:4][C:5]([N:7]1[CH2:11][C@@H:10]([SH:12])[CH2:9][C@H:8]1/[CH:32]=[CH:33]/[C:34]([NH2:36])=[O:35])=[O:6])[CH:2]=[CH2:3]. Reported procedure: To a suspension of (E)-3-[(2S,4S)-N-allyloxycarbonyl 4-tritylthiopyrrolidin-2-yl]acrylamide (60 g, 120 mmol) in methylene chloride (60 ml) were added trifluoroacetic acid (60 ml) and triethylsilane (20 ml, 125 mmol) under ice-cooling. The reaction mixture was stirred under icecooling for 10 minutes and for additionally 30 minutes at room temperature, and concentrated. The residue was dissolved in methylene chloride (100 ml), and the solution concentrated. The obtained residue was dissolved ethyl... Run at time 24 hour. Reaction SMILES: [Cl:1][C:2]1[CH:7]=[CH:6][CH:5]=[C:4]([Cl:8])[C:3]=1[C:9]1[NH:13][C:12](=[O:14])[N:11]([C:15]2[CH:31]=[CH:30][C:18]([C:19]([NH:21][C:22]3[CH:27]=[CH:26][C:25](SC)=[CH:24][CH:23]=3)=[O:20])=[C:17]([O:32][CH3:33])[CH:16]=2)[N:10]=1.[C:34](#N)C.O[O:38][S:39]([O-:41])=O.[K+]>O>[Cl:1][C:2]1[CH:7]=[CH:6][CH:5]=[C:4]([Cl:8])[C:3]=1[C:9]1[NH:13][C:12](=[O:14])[N:11]([C:15]2[CH:31]=[CH:30][C:18]([C:19]([NH:21][C:22]3[CH:27]=[CH:26][C:25]([S:39]([CH3:34])(=[O:41])=[O:38])=[CH:24][CH:23]=3)=[O:20])=[C:17]([O:32][CH3:33])[CH:16]=2)[N:10]=1 |f:2.3|. Yields the product ClC1=C(C(=CC=C1)Cl)C1=NN(C(N1)=O)C1=CC(=C(C(=O)NC2=CC=C(C=C2)S(=O)(=O)C)C=C1)OC (4-(3-(2,6-Dichlorophenyl)-5-oxo-4,5-dihydro-1H-1,2,4-triazol-1-yl)-2-methoxy-N-(4-(methylsulfonyl)phenyl)benzamide). Reported procedure: To a solution of 4-(3-(2,6-dichlorophenyl)-5-oxo-4,5-dihydro-1H-1,2,4-triazol-1-yl)-2-methoxy-N-(4-(methylthio)phenyl)benzamide (Intermediate-38, 0.070 g, 0.13 mmol) in mixture of acetonitrile: water (3 mL:3 mL) was added oxone (0.053 g, 0.34 mmol). The reaction mass was stirred at RT for 24 h. The reaction mass was diluted with water and extracted with DCM. The organic layer was dried over anhydrous sodium sulphate and concentrated to afford 0.020 g of desired product. 1H NMR (300 MHz, DMSO d6)... Run in O (water), O (water). The reactants are OOS(=O)[O-].[K+] (oxone), ClC1=C(C(=CC=C1)Cl)C1=NN(C(N1)=O)C1=CC(=C(C(=O)NC2=CC=C(C=C2)SC)C=C1)OC (4-(3-(2,6-dichlorophenyl)-5-oxo-4,5-dihydro-1H-1,2,4-triazol-1-yl)-2-methoxy-N-(4-(methylthio)phenyl)benzamide), C(C)#N (acetonitrile). Reactants: CCOC(=O)Cn1ccc2ccc(O)cc21, CCCCP(CCCC)CCCC, OCCCC#Cc1cccc(OC(F)(F)F)c1. Product: CCOC(=O)Cn1ccc2ccc(OCCCC#Cc3cccc(OC(F)(F)F)c3)cc21. Reaction SMILES: [CH2:1]([CH3:2])[O:3][C:4]([CH2:5][n:6]1[cH:7][cH:8][c:9]2[cH:10][cH:11][c:12]([OH:15])[cH:13][c:14]12)=[O:16].[CH2:34]([P:35]([CH2:36][CH2:37][CH2:38][CH3:39])[CH2:40][CH2:41][CH2:42][CH3:43])[CH2:44][CH2:45][CH3:46].[F:17][C:18]([O:19][c:20]1[cH:21][c:22]([C:26]#[C:27][CH2:28][CH2:29][CH2:30][OH:31])[cH:23][cH:24][cH:25]1)([F:32])[F:33]>>[CH2:1]([CH3:2])[O:3][C:4]([CH2:5][n:6]1[cH:7][cH:8][c:9]2[cH:10][cH:11][c:12]([O:15][CH2:30][CH2:29][CH2:28][C:27]#[C:26][c:22]3[cH:21][c:20]([O:19][C:18]([F:17])([F:32])[F:33])[cH:25][cH:24][cH:23]3)[cH:13][c:14]12)=[O:16]. The solvent is C(C)(=O)O (acetic acid). The product is C(C=C)C=1C(CC(C1C)O)=O (2-allyl-4-hydroxy-3-methyl-2-cyclopentenone). Starting materials: C(C)(=O)OC1(C(C(C=C1)=O)CC=C)C (3-acetoxy-2-allyl-3-methyl-4-cyclopentenone), O (water), resultant mixture. RXN SMILES: C(O[C:5]1([CH3:14])[CH:9]=[CH:8][C:7](=[O:10])[CH:6]1[CH2:11][CH:12]=[CH2:13])(=O)C.[OH2:15]>C(O)(=O)C>[CH2:11]([C:6]1[C:7](=[O:10])[CH2:8][CH:9]([OH:15])[C:5]=1[CH3:14])[CH:12]=[CH2:13]. Reported procedure: In the same flask as in Example 1, there were charged 3-acetoxy-2-allyl-3-methyl-4-cyclopentenone (3.0 g), water (10 g) and acetic acid (5 g), and the resultant mixture was stirred under reflux for 10 hours. After completion of the reaction, the reaction mixture was concentrated under reduced pressure and extracted three times with methyl isobutyl ketone (60 ml). The organic layers were combined together, washed with water and dried over magnesium sulfate. After concentration under reduced press... Yield: 83.0%. Reactants: C(C1=CC=CC=C1)=O (benzaldehyde), C(CCC)OCCCC (n-butyl ether), C(C=C)Br (allyl bromide), C(CCC)OCCCC (n-butyl ether), C(C)(C)[Mg]Br (isopropylmagnesium bromide). Reagents/catalysts: C(C)(C)O[Ti](OC(C)C)(OC(C)C)OC(C)C (tetraisopropoxytitanium). The solvent is Cl (hydrochloric acid). Conditions: temperature 0 celsius, time 1 hour. Yields the product C1(=CC=CC=C1)C(CC=C)O (1-phenyl-3-buten-1-ol). The yield is 81.0%. Reaction SMILES: C([O:5][CH2:6][CH2:7][CH2:8][CH3:9])CCC.C(Br)C=C.C([Mg]Br)(C)C.C(=O)[C:20]1[CH:25]=[CH:24][CH:23]=[CH:22][CH:21]=1>C(O[Ti](OC(C)C)(OC(C)C)OC(C)C)(C)C.Cl>[C:20]1([CH:6]([OH:5])[CH2:7][CH:8]=[CH2:9])[CH:25]=[CH:24][CH:23]=[CH:22][CH:21]=1. Procedure details: To 0.90 ml (3.0 mmol) of tetraisopropoxytitanium and 5 ml of n-butyl ether solution containing allyl bromide (3.0 mmol) was added dropwise at −78° C. 6.2 ml of 0.97M n-butyl ether solution containing isopropylmagnesium bromide (6.0 mmol). After stirring at −50° C. to −40° C. for 1 hour, the reaction liquid was given 0.21 ml (2.1 mmol) of benzaldehyde and heated to 0° C. over 30 minutes. With 10 ml of 3N hydrochloric acid added, the solution was heated to room temperature and separated into layer... Reactants: C(C1=CC=CC=C1)OC1=CC=C(C=C1)N1C=2N(C=3C1=NC=CC3C)C=CN2 (9-[4-(benzyloxy)phenyl]-5-methyl-9H-imidazo[1′,2′:1,2]imidazo[4,5-b]pyridine), C1CCOC1 (THF). RXN SMILES: C([O:8][C:9]1[CH:14]=[CH:13][C:12]([N:15]2[C:19]3=[N:20][CH:21]=[CH:22][C:23]([CH3:24])=[C:18]3[N:17]3[CH:25]=[CH:26][N:27]=[C:16]23)=[CH:11][CH:10]=1)C1C=CC=CC=1.C1COCC1>[Pd].CO>[CH3:24][C:23]1[CH:22]=[CH:21][N:20]=[C:19]2[N:15]([C:12]3[CH:13]=[CH:14][C:9]([OH:8])=[CH:10][CH:11]=3)[C:16]3[N:17]([CH:25]=[CH:26][N:27]=3)[C:18]=12. Yields the product CC1=C2C(=NC=C1)N(C=1N2C=CN1)C1=CC=C(C=C1)O (4-(5-Methyl-9H-imidazo[1′,2′:1,2]imidazo[4,5-b]pyridin-9-yl)phenol). Solvent: CO (methanol). Reagents/catalysts: [Pd] (palladium on carbon). Isolated yield 94.4%. Reported procedure: A mixture of 9-[4-(benzyloxy)phenyl]-5-methyl-9H-imidazo[1′,2′:1,2]imidazo[4,5-b]pyridine (1.35 g), 10% palladium on carbon (containing water (50%), 0.675 g), THF (50 ml) and methanol (50 ml) was stirred under a hydrogen atmosphere at room temperature for 1 hr. The reaction mixture was filtered, and the filtrate was concentrated under reduced pressure. The residue was purified by silica gel column chromatography (hexane/THF) and recrystallized from hexane/THF to give the title compound (0.950 g)... Run at time 1 hour.